This data is from the Open Reaction Database (ORD), a public repository of structured organic reaction records. The task is: describe an organic reaction: reactants, conditions, products, and yield Starting materials: FC1=CC=C(CN2C=C(C=3C2=CN=C(C3)C(=O)OC)COCCN3C(CCC3)=O)C=C1 (methyl 1-(4-fluorobenzyl)-3-{[2-(2-oxopyrrolidin-1-yl)ethoxy]methyl}-1H-pyrrolo[2,3-c]pyridine-5-carboxylate), [Li+].[OH-] (LiOH), Cl (HCl). The solvent is CO (methanol). Run at temperature 50 celsius, time 1 hour. The product is FC1=CC=C(CN2C=C(C=3C2=CN=C(C3)C(=O)O)COCCN3C(CCC3)=O)C=C1 (1-(4-fluorobenzyl)-3-{[2-(2oxopyrrolidin-1-yl)ethoxy]methyl}-1H-pyrrolo[2,3-c]pyridine-5-carboxylic acid). Isolated yield 93.7%. As a reaction SMILES: [F:1][C:2]1[CH:31]=[CH:30][C:5]([CH2:6][N:7]2[C:11]3=[CH:12][N:13]=[C:14]([C:16]([O:18]C)=[O:17])[CH:15]=[C:10]3[C:9]([CH2:20][O:21][CH2:22][CH2:23][N:24]3[CH2:28][CH2:27][CH2:26][C:25]3=[O:29])=[CH:8]2)=[CH:4][CH:3]=1.[Li+].[OH-].Cl>CO>[F:1][C:2]1[CH:3]=[CH:4][C:5]([CH2:6][N:7]2[C:11]3=[CH:12][N:13]=[C:14]([C:16]([OH:18])=[O:17])[CH:15]=[C:10]3[C:9]([CH2:20][O:21][CH2:22][CH2:23][N:24]3[CH2:28][CH2:27][CH2:26][C:25]3=[O:29])=[CH:8]2)=[CH:30][CH:31]=1 |f:1.2|. Reported procedure: To a stirring solution of methyl 1-(4-fluorobenzyl)-3-{[2-(2-oxopyrrolidin-1-yl)ethoxy]methyl}-1H-pyrrolo[2,3-c]pyridine-5-carboxylate (0.915 g, 2.15 mmol) in methanol (25 mL) was added 3M LiOH(aq) (2.15 mL, 6.45 mmol). The clear reaction was warmed to 50° C. for 16 hours. After 16 hours a 50° C. the reaction was acidified to pH 4 by the addition of 1M HCl(aq). The solvent was evaporated in vacuo and the white residue stirred in water (50 mL) for 1 hour. The solid was filtered, washed with water... Reactants: C1(=CC=CC=C1)[C@@H](C)OC(C1=C(NC(=C([C@@H]1C1=CC(=CC=C1)[N+](=O)[O-])C(CS(NC(C)C)(=O)=O)=O)C)C)=O ((S)-1,4-dihydro-5-[(isopropylsulfamoyl)acetyl]-2,6-dimethyl-4-(3-nitrophenyl)nicotinic acid (R)-1-phenylethyl ester), [BH4-].[Na+] (sodium borohydride). Solvent: C(C)(C)O (isopropanol), CN(C=O)C (dimethylformamide). Product: C1(=CC=CC=C1)[C@@H](C)OC(C1=C(NC(=C([C@@H]1C1=CC(=CC=C1)[N+](=O)[O-])\C=C\S(NC(C)C)(=O)=O)C)C)=O ((S)-1,4-dihydro-5-[(E)-2-(isopropylsulfamoyl)vinyl]-2,6-dimethyl-4-(3-nitrophenyl)nicotinic acid (R)-1-phenylethyl ester). Yield: 78.2%. As a reaction SMILES: [C:1]1([C@H:7]([O:9][C:10](=[O:38])[C:11]2[C@@H:16]([C:17]3[CH:22]=[CH:21][CH:20]=[C:19]([N+:23]([O-:25])=[O:24])[CH:18]=3)[C:15]([C:26](=O)[CH2:27][S:28](=[O:34])(=[O:33])[NH:29][CH:30]([CH3:32])[CH3:31])=[C:14]([CH3:36])[NH:13][C:12]=2[CH3:37])[CH3:8])[CH:6]=[CH:5][CH:4]=[CH:3][CH:2]=1.[BH4-].[Na+]>C(O)(C)C.CN(C)C=O>[C:1]1([C@H:7]([O:9][C:10](=[O:38])[C:11]2[C@@H:16]([C:17]3[CH:22]=[CH:21][CH:20]=[C:19]([N+:23]([O-:25])=[O:24])[CH:18]=3)[C:15](/[CH:26]=[CH:27]/[S:28](=[O:34])(=[O:33])[NH:29][CH:30]([CH3:32])[CH3:31])=[C:14]([CH3:36])[NH:13][C:12]=2[CH3:37])[CH3:8])[CH:2]=[CH:3][CH:4]=[CH:5][CH:6]=1 |f:1.2|. Procedure details: Analogously to Example 18, 1.08 g of (S)-1,4-dihydro-5-[(isopropylsulfamoyl)acetyl]-2,6-dimethyl-4-(3-nitrophenyl)nicotinic acid (R)-1-phenylethyl ester were treated with 0.08 g of sodium borohydride in a mixture of 10 ml of isopropanol and 2 ml of dimethylformamide. The product was chromatographed with methylene chloride/ethyl acetate (4:1) as the elution agent and then recrystallized from ethanol. There was obtained 0.82 g of (S)-1,4-dihydro-5-[(E)-2-(isopropylsulfamoyl)vinyl]-2,6-dimethyl-4-(... Reactants: CC(C)NC(C)C, O=C(Cl)C(Cl)c1ccc(Cl)cc1, Cl, C1COCCO1, O. The product is CC(C)N(C(=O)C(Cl)c1ccc(Cl)cc1)C(C)C. As a reaction SMILES: [CH:1]([CH3:2])([CH3:3])[NH:4][CH:5]([CH3:6])[CH3:7].[Cl:8][CH:9]([C:10](=[O:11])[Cl:12])[c:13]1[cH:14][cH:15][c:16]([Cl:19])[cH:17][cH:18]1.[ClH:21].[O:22]1[CH2:23][CH2:24][O:25][CH2:26][CH2:27]1.[OH2:20]>>[CH:1]([CH3:2])([CH3:3])[N:4]([CH:5]([CH3:6])[CH3:7])[C:10]([CH:9]([Cl:8])[c:13]1[cH:14][cH:15][c:16]([Cl:19])[cH:17][cH:18]1)=[O:11]. Reactants: Cc1cc(C)c(-n2c(Cl)cn3c(CO)c(C(F)(F)F)nc23)c(C)c1, ClCCl, O=S(Cl)Cl. Product: Cc1cc(C)c(-n2c(Cl)cn3c(CCl)c(C(F)(F)F)nc23)c(C)c1. Reaction SMILES: [Cl:1][c:2]1[n:3](-[c:16]2[c:17]([CH3:24])[cH:18][c:19]([CH3:23])[cH:20][c:21]2[CH3:22])[c:4]2[n:5]([c:6]([CH2:13][OH:14])[c:7]([C:9]([F:10])([F:11])[F:12])[n:8]2)[cH:15]1.[Cl:29][CH2:30][Cl:31].[S:25]([Cl:26])([Cl:27])=[O:28]>>[Cl:1][c:2]1[n:3](-[c:16]2[c:17]([CH3:24])[cH:18][c:19]([CH3:23])[cH:20][c:21]2[CH3:22])[c:4]2[n:5]([c:6]([CH2:13][Cl:27])[c:7]([C:9]([F:10])([F:11])[F:12])[n:8]2)[cH:15]1. Reactants: CCN=C=NCCCN(C)C, CN(C)c1ccncc1, ClCCl, Cl, O=C(O)c1cccc2c1[nH]c1ccccc12, Nc1cccc(-n2cnnc2)c1. Yields the product O=C(Nc1cccc(-n2cnnc2)c1)c1cccc2c1[nH]c1ccccc12. RXN SMILES: [CH2:30]([N:31]=[C:32]=[N:33][CH2:34][CH2:35][CH2:36][N:37]([CH3:38])[CH3:39])[CH3:40].[CH3:44][N:45]([CH3:46])[c:47]1[cH:48][cH:49][n:50][cH:51][cH:52]1.[Cl:41][CH2:42][Cl:43].[ClH:29].[c:1]1([C:14](=[O:15])[OH:16])[cH:2][cH:3][cH:4][c:5]2[c:6]3[cH:7][cH:8][cH:9][cH:10][c:11]3[nH:12][c:13]12.[n:17]1(-[c:22]2[cH:23][c:24]([NH2:25])[cH:26][cH:27][cH:28]2)[cH:18][n:19][n:20][cH:21]1>>[c:1]1([C:14](=[O:16])[NH:25][c:24]2[cH:23][c:22](-[n:17]3[cH:18][n:19][n:20][cH:21]3)[cH:28][cH:27][cH:26]2)[cH:2][cH:3][cH:4][c:5]2[c:6]3[cH:7][cH:8][cH:9][cH:10][c:11]3[nH:12][c:13]12.